describe an organic reaction: reactants, conditions, products, and yield From a dataset of the Open Reaction Database (ORD), a public repository of structured organic reaction records. Starting materials: Cc1ccc(S(=O)(=O)Nc2ccc(Cl)cc2[N+](=O)[O-])cc1, [Na+], [Na], CN(C)C=O, [OH-], CCOS(=O)(=O)OCC. Yields the product CCN(c1ccc(Cl)cc1[N+](=O)[O-])S(=O)(=O)c1ccc(C)cc1. RXN SMILES: [Cl:2][c:3]1[cH:4][c:5]([N+:20](=[O:21])[O-:22])[c:6]([NH:7][S:8](=[O:9])(=[O:10])[c:11]2[cH:12][cH:13][c:14]([CH3:17])[cH:15][cH:16]2)[cH:18][cH:19]1.[Na+:33].[Na:1].[O:34]=[CH:35][N:36]([CH3:37])[CH3:38].[OH-:32].[S:23]([O:24][CH2:25][CH3:26])([O:29][CH2:27][CH3:28])(=[O:30])=[O:31]>>[Cl:2][c:3]1[cH:4][c:5]([N+:20](=[O:21])[O-:22])[c:6]([N:7]([S:8](=[O:9])(=[O:10])[c:11]2[cH:12][cH:13][c:14]([CH3:17])[cH:15][cH:16]2)[CH2:27][CH3:28])[cH:18][cH:19]1.